This data is from the Open Reaction Database (ORD), a public repository of structured organic reaction records. The task is: describe an organic reaction: reactants, conditions, products, and yield The reactants are O=C([O-])[O-], Cc1ccc(S(=O)(=O)OCC2CCC(NCc3ccccc3)C(C)C2)cc1, CC#N, [K+], [K+], Nc1ccccc1. The product is CC1CC(CNc2ccccc2)CCC1NCc1ccccc1. Reaction SMILES: [C:35](=[O:36])([O-:37])[O-:38].[CH2:1]([c:2]1[cH:3][cH:4][cH:5][cH:6][cH:7]1)[NH:8][CH:9]1[CH:10]([CH3:27])[CH2:11][CH:12]([CH2:15][O:16][S:17]([c:18]2[cH:19][cH:20][c:21]([CH3:22])[cH:23][cH:24]2)(=[O:25])=[O:26])[CH2:13][CH2:14]1.[CH3:41][C:42]#[N:43].[K+:39].[K+:40].[NH2:28][c:29]1[cH:30][cH:31][cH:32][cH:33][cH:34]1>>[CH2:1]([c:2]1[cH:3][cH:4][cH:5][cH:6][cH:7]1)[NH:8][CH:9]1[CH:10]([CH3:27])[CH2:11][CH:12]([CH2:15][NH:28][c:29]2[cH:30][cH:31][cH:32][cH:33][cH:34]2)[CH2:13][CH2:14]1. The yield is 77.5%. The reactants are O1CCCC1 (tetrahydrofuran), BrC=1SC(=CC1)Br (2,5-dibromothiophene), C(CCC)[Li] (n-butyl lithium). Reported procedure: To an anhydrous tetrahydrofuran (70.0 mL) solution of 2,5-dibromothiophene (5.00 g, 19.6 mmol) was added dropwise n-butyl lithium (2.55 M n-hexane solution, 7.69 mL, 19.6 mmol) on a dry ice-ethanol bath (−78° C.) under nitrogen atmosphere, which was stirred for 20 minutes at −78° C. p-Tolaldehyde (2.35 g, 19.6 mmol) was then added dropwise and stirred for 10 minutes at −78° C. The reaction mixture was allowed to room temperature and water was added, followed by extraction with ethyl acetate. The... RXN SMILES: [O:1]1[CH2:5][CH2:4][CH2:3][CH2:2]1.[Br:6][C:7]1[S:8][C:9](Br)=[CH:10][CH:11]=1.[CH2:13]([Li])[CH2:14][CH2:15][CH3:16]>O>[Br:6][C:7]1[S:8][C:9]([CH:5]([C:4]2[CH:13]=[CH:14][C:15]([CH3:16])=[CH:2][CH:3]=2)[OH:1])=[CH:10][CH:11]=1. Run at temperature -78 celsius, time 20 minute. Product: BrC1=CC=C(S1)C(O)C1=CC=C(C=C1)C ((5-Bromo-thiophen-2-yl)-p-tolyl-methanol). The solvent is O (water). Starting materials: C(C(=O)Cl)(=O)Cl (oxalyl chloride), CN(C=O)C (dimethylformamide), O1COC2=C1C=CC(=C2)[C@@H](CC(=O)O)CC(=O)OCC ((S)-3-(1,3-benzodioxol-5-yl)-5-ethoxy-5-oxopentanoic acid). Run in C(Cl)Cl (methylene chloride). Conditions: time 24 hour. Yields the product O1COC2=C1C=CC(=C2)[C@@H](CC(=O)OCC)CC(=O)Cl (Ethyl (3S)-3-(1,3-benzodioxol-5-yl)-5-chloro-5-oxopentanoate). RXN SMILES: [O:1]1[C:5]2[CH:6]=[CH:7][C:8]([C@H:10]([CH2:15][C:16]([O:18][CH2:19][CH3:20])=[O:17])[CH2:11][C:12](O)=[O:13])=[CH:9][C:4]=2[O:3][CH2:2]1.C(Cl)(=O)C([Cl:24])=O.CN(C)C=O>C(Cl)Cl>[O:1]1[C:5]2[CH:6]=[CH:7][C:8]([C@H:10]([CH2:11][C:12]([Cl:24])=[O:13])[CH2:15][C:16]([O:18][CH2:19][CH3:20])=[O:17])=[CH:9][C:4]=2[O:3][CH2:2]1. Reported procedure: (S)-3-(1,3-benzodioxol-5-yl)-5-ethoxy-5-oxopentanoic acid (2.01, 7.2 mmol) was dissolved in methylene chloride (50 mL) at O° C. under argon. An excess of oxalyl chloride (3 mL) was added along with a drop of dimethylformamide (catalyst). The reaction mixture was stirred 24 hours and concentrated to a crude brown oil. Yield=2.23 g (>100%). The reactants are Cl.FC1=C(C(=N)N)C(=CC=C1)F (2,6-Difluorobenzamidine hydrochloride), ClC1=C(C=O)C=CC(=C1)F (2-chloro-4-fluorobenzaldehyde), C(CC(=O)C)(=O)OC (methyl acetoacetate), C(C)(=O)[O-].[Na+] (sodium acetate). Solvent: C(C)O (ethanol). Yields the product FC1=C(C(=CC=C1)F)C=1NC(=C(C(N1)C1=C(C=C(C=C1)F)Cl)C(=O)OC)C (methyl 2-(2,6-difluorophenyl)-4-(2-chloro-4-fluorophenyl)-6-methyl-1,4-dihydro-pyrimidin-5-carboxylate). Yield: 26.6%. RXN SMILES: Cl.[F:2][C:3]1[CH:11]=[CH:10][CH:9]=[C:8]([F:12])[C:4]=1[C:5]([NH2:7])=[NH:6].[Cl:13][C:14]1[CH:21]=[C:20]([F:22])[CH:19]=[CH:18][C:15]=1[CH:16]=O.[C:23]([O:29][CH3:30])(=[O:28])[CH2:24][C:25]([CH3:27])=O.C([O-])(=O)C.[Na+]>C(O)C>[F:2][C:3]1[CH:11]=[CH:10][CH:9]=[C:8]([F:12])[C:4]=1[C:5]1[NH:7][C:25]([CH3:27])=[C:24]([C:23]([O:29][CH3:30])=[O:28])[CH:16]([C:15]2[CH:18]=[CH:19][C:20]([F:22])=[CH:21][C:14]=2[Cl:13])[N:6]=1 |f:0.1,4.5|. Reported procedure: 2 mmol 2,6-Difluorobenzamidine hydrochloride (Boere, R. J., Oakley, R. T., Read, R. V., J. Organometal. Chem. 1987, 331:161-167), 2 mmol 2-chloro-4-fluorobenzaldehyde, 2 mmol methyl acetoacetate and 2.2 mmol sodium acetate were reacted under reflux in 10 ml anhydrous ethanol for 20 hr, concentrated, and then ethyl acetate and water were added to separate the layers. The ethyl acetate layer was dried over anhydrous sodium sulfate, and separated by a column chromatography to obtain 0.21 g of a col... Reactants: ClC=1C=C(C=NC1Cl)OC(C(=O)O)CC (2-(5,6-dichloro-3-pyridyloxy)butyric acid), NC(C#CCO[Si](C)(C)C(C)(C)C)(C)C (4-amino-1-tert-butyldimethylsilyloxy-4-methylpent-2-yne). The product is ClC=1C=C(C=NC1Cl)OC(C(=O)NC(C#CCO[Si](C)(C)C(C)(C)C)(C)C)CC (2-(5,6-dichloro-3-pyridyloxy)-N-(1-tert-butyldimethylsilyloxy-4methylpent-2-yn-4-yl)butyramide). Reaction SMILES: [Cl:1][C:2]1[CH:3]=[C:4]([O:9][CH:10]([CH2:14][CH3:15])[C:11]([OH:13])=O)[CH:5]=[N:6][C:7]=1[Cl:8].[NH2:16][C:17]([CH3:30])([CH3:29])[C:18]#[C:19][CH2:20][O:21][Si:22]([C:25]([CH3:28])([CH3:27])[CH3:26])([CH3:24])[CH3:23]>>[Cl:1][C:2]1[CH:3]=[C:4]([O:9][CH:10]([CH2:14][CH3:15])[C:11]([NH:16][C:17]([CH3:30])([CH3:29])[C:18]#[C:19][CH2:20][O:21][Si:22]([C:25]([CH3:28])([CH3:27])[CH3:26])([CH3:23])[CH3:24])=[O:13])[CH:5]=[N:6][C:7]=1[Cl:8]. Reported procedure: In a similar procedure to that described in Example 11 Stage 3, the product from Step 2 was reacted with 4-amino-1-tert-butyldimethylsilyloxy-4-methylpent-2-yne to give 2-(5,6-dichloro-3-pyridyloxy)-N-(1-tert-butyldimethylsilyloxy-4methylpent-2-yn-4-yl)butyramide as a yellow oil. Starting materials: [Ba+2], O=C(Nc1[nH]n(-c2c(Cl)cc(Cl)cc2Cl)c(=O)c1-n1cccn1)c1ccccc1, CO, Cl, [Na+], [OH-], [OH-], [OH-], O, O, O, O, O, O, O, O. The product is Nc1[nH]n(-c2c(Cl)cc(Cl)cc2Cl)c(=O)c1-n1cccn1. As a reaction SMILES: [Ba+2:39].[C:1](=[O:2])([c:3]1[cH:4][cH:5][cH:6][cH:7][cH:8]1)[NH:9][c:10]1[nH:11][n:12](-[c:21]2[c:22]([Cl:29])[cH:23][c:24]([Cl:28])[cH:25][c:26]2[Cl:27])[c:13](=[O:20])[c:14]1-[n:15]1[n:16][cH:17][cH:18][cH:19]1.[CH3:44][OH:45].[ClH:43].[Na+:42].[OH-:38].[OH-:40].[OH-:41].[OH2:30].[OH2:31].[OH2:32].[OH2:33].[OH2:34].[OH2:35].[OH2:36].[OH2:37]>>[NH2:9][c:10]1[nH:11][n:12](-[c:21]2[c:22]([Cl:29])[cH:23][c:24]([Cl:28])[cH:25][c:26]2[Cl:27])[c:13](=[O:20])[c:14]1-[n:15]1[n:16][cH:17][cH:18][cH:19]1. Reactants: O1C(OCC1)CN1C(C=CC2=NC=C(C=C12)F)=O (1-(1,3-dioxolan-2-ylmethyl)-7-fluoro-1,5-naphthyridin-2(1H)-one), [OH-].[Na+] (sodium hydroxide), [OH-].[Na+] (sodium hydroxide), O (water). Solvent: O1CCCC1 (tetrahydrofuran). Reaction conditions: time 1 hour. Product: O1C(OCC1)CN1C(C=CC2=NC=C(C=C12)O)=O (1-(1,3-dioxolan-2-ylmethyl)-7-hydroxy-1,5-naphthyridin-2(1H)-one). As a reaction SMILES: [O:1]1[CH2:5][CH2:4][O:3][CH:2]1[CH2:6][N:7]1[C:16]2[C:11](=[N:12][CH:13]=[C:14](F)[CH:15]=2)[CH:10]=[CH:9][C:8]1=[O:18].[OH-:19].[Na+].O>O1CCCC1>[O:1]1[CH2:5][CH2:4][O:3][CH:2]1[CH2:6][N:7]1[C:16]2[C:11](=[N:12][CH:13]=[C:14]([OH:19])[CH:15]=2)[CH:10]=[CH:9][C:8]1=[O:18] |f:1.2|. Procedure: To a suspension of 0.50 g of 1-(1,3-dioxolan-2-ylmethyl)-7-fluoro-1,5-naphthyridin-2(1H)-one in 3 mL of tetrahydrofuran, 3 mL of a 20% aqueous sodium hydroxide solution was added, and the mixture was heated under reflux while stirring for 1 hour. Thereto was added 3 mL of water, and the mixture was heated under reflux while stirring for 3 hours 30 minutes. Thereto was added 3 mL of a 20% aqueous sodium hydroxide solution, and the mixture was heated under reflux while stirring for 4 hours. Tetrah...